This data is from the Open Reaction Database (ORD), a public repository of structured organic reaction records. The task is: describe an organic reaction: reactants, conditions, products, and yield Starting materials: CC(C)(C)OC(=O)N1CCOC(CO)C1, C1CCOC1, [H-], O=C(Oc1ccc([N+](=O)[O-])cc1)N1CCN(c2ccc(F)cc2F)CC1, [Na+]. Yields the product CC(C)(C)OC(=O)N1CCOC(COC(=O)N2CCN(c3ccc(F)cc3F)CC2)C1. As a reaction SMILES: [C:1]([CH3:2])([CH3:3])([CH3:4])[O:5][C:6](=[O:7])[N:8]1[CH2:9][CH:10]([CH2:14][OH:15])[O:11][CH2:12][CH2:13]1.[CH2:44]1[O:45][CH2:46][CH2:47][CH2:48]1.[H-:17].[N+:18]([c:19]1[cH:20][cH:21][c:22]([O:27][C:28](=[O:23])[N:30]2[CH2:31][CH2:32][N:33]([c:36]3[c:37]([F:43])[cH:38][c:39]([F:42])[cH:40][cH:41]3)[CH2:34][CH2:35]2)[cH:24][cH:25]1)([O-:26])=[O:29].[Na+:16]>>[C:1]([CH3:2])([CH3:3])([CH3:4])[O:5][C:6](=[O:7])[N:8]1[CH2:9][CH:10]([CH2:14][O:15][C:28](=[O:27])[N:30]2[CH2:31][CH2:32][N:33]([c:36]3[c:37]([F:43])[cH:38][c:39]([F:42])[cH:40][cH:41]3)[CH2:34][CH2:35]2)[O:11][CH2:12][CH2:13]1. Product: C(C)(=O)OC1=CC=C(C2CO2)C=C1 (4-acetoxy styreneoxide). Isolated yield 83.7%. Run in O (water). As a reaction SMILES: [C:1]([O:4][C:5]1[CH:12]=[CH:11][C:8]([CH:9]=[CH2:10])=[CH:7][CH:6]=1)(=[O:3])[CH3:2].C(Cl)(Cl)Cl.ClC1C=C(C=CC=1)C(OO)=[O:22]>O>[C:1]([O:4][C:5]1[CH:12]=[CH:11][C:8]([CH:9]2[O:22][CH2:10]2)=[CH:7][CH:6]=1)(=[O:3])[CH3:2]. Starting materials: C(C)(=O)OC1=CC=C(C=C)C=C1 (4-acetoxy styrene), C(Cl)(Cl)Cl (chloroform), ClC=1C=C(C(=O)OO)C=CC1 (3-chloroperoxybenzoicacid). Procedure: 30 g of 4-acetoxy styrene and 1 L of chloroform were added into a 2 L reactor, and was stirred and cooled in iced water. 47 g of 3-chloroperoxybenzoicacid were added into the cooled solution, and the reaction was carried out at room temperature for 24 hours. After completion of the reaction, the 3-chlorobenzoicacid (by-product) was removed by filtering the product, and then the residual 3-chlorobenzoicacid was removed by washing 2 times with saturated sodium sulfite aqueous solution, 1 time with... Conditions: time 24 hour. The reactants are CC1CN(CCC1=O)C(=O)OC(C)(C)C (tert-Butyl 3-methyl-4-oxopiperidine-1-carboxylate), N1CCCC1 (pyrrolidine), C(C#C)(=O)N (propiolamide), O (water). The solvent is C1(=CC=CC=C1)C (toluene). The product is CC1CN(CC=2C=CC(NC12)=O)C(=O)OC(C)(C)C (tert-butyl 8-methyl-2-oxo-1,2,7,8-tetrahydro-1,6-naphthyridine-6(5H)-carboxylate). The yield is 55.0%. As a reaction SMILES: [CH3:1][CH:2]1[C:7](=O)[CH2:6][CH2:5][N:4]([C:9]([O:11][C:12]([CH3:15])([CH3:14])[CH3:13])=[O:10])[CH2:3]1.N1CCCC1.O.[C:22]([NH2:26])(=[O:25])[C:23]#[CH:24]>C1(C)C=CC=CC=1>[CH3:1][CH:2]1[C:7]2[NH:26][C:22](=[O:25])[CH:23]=[CH:24][C:6]=2[CH2:5][N:4]([C:9]([O:11][C:12]([CH3:15])([CH3:14])[CH3:13])=[O:10])[CH2:3]1. Procedure: tert-Butyl 3-methyl-4-oxopiperidine-1-carboxylate (commercially available from Ryan Scientific, Mt. Pleasant, S.C.)(1.7 g, 7.97 mmol) and pyrrolidine (1.3 mL, 15.94 mmol) were dissolved in toluene (9 mL), and the solution was heated under reflux, with the removal of water under Dean-Stark conditions, for 5 hours. The solution was then cooled to room temperature and propiolamide (prepared as described in EP 1813606)(1.1 g, 15.94 mmol) was added. The reaction mixture thus obtained was heated overn... Starting materials: CCN(C(C)C)C(C)C (DIPEA), FC(C(C(=O)O)(C)O)(F)F (3,3,3-Trifluoro-2-hydroxy-2-methylpropanoic acid), C(C1=CC=CC=C1)Br (Benzyl bromide). Solvent: CC#N (MeCN). Conditions: time 5 minute. Product: FC(C(C(=O)OCC1=CC=CC=C1)(C)O)(F)F (Benzyl 3,3,3-trifluoro-2-hydroxy-2-methylpropanoate). As a reaction SMILES: [F:1][C:2]([F:10])([F:9])[C:3]([OH:8])([CH3:7])[C:4]([OH:6])=[O:5].CCN(C(C)C)C(C)C.[CH2:20](Br)[C:21]1[CH:26]=[CH:25][CH:24]=[CH:23][CH:22]=1>CC#N>[F:1][C:2]([F:10])([F:9])[C:3]([OH:8])([CH3:7])[C:4]([O:6][CH2:20][C:21]1[CH:26]=[CH:25][CH:24]=[CH:23][CH:22]=1)=[O:5]. Procedure: 3,3,3-Trifluoro-2-hydroxy-2-methylpropanoic acid (0.6 g, 3.80 mmol) was dissolved in MeCN (5 ml). DIPEA (0.663 ml, 3.80 mmol) was added and stirred for 5 min. Benzyl bromide (541 mg, 3.16 mmol) was added and the reaction mixture was stirred at RT for 16 h followed by 70° C. for 16 h. After cooling to RT, the solvent was removed in vacuo and the resulting residue was dissolved in DCM. The mixture was washed with water and the organic portion was separated by means of a phase separator. The solven...